The task is: describe an organic reaction: reactants, conditions, products, and yield. This data is from the Open Reaction Database (ORD), a public repository of structured organic reaction records. The reactants are SCc1ccccc1, CC#N, C[N+](=O)[O-], NCCN, O=C1CCC2(CC1)OCCO2. The product is O=[N+]([O-])CC1(SCc2ccccc2)CCC2(CC1)OCCO2. RXN SMILES: [CH2:12]([c:13]1[cH:14][cH:15][cH:16][cH:17][cH:18]1)[SH:19].[CH3:28][C:29]#[N:30].[N+:20](=[O:21])([O-:22])[CH3:23].[NH2:24][CH2:25][CH2:26][NH2:27].[O:1]1[CH2:2][CH2:3][O:4][C:5]12[CH2:6][CH2:7][C:8](=[O:11])[CH2:9][CH2:10]2>>[O:1]1[CH2:2][CH2:3][O:4][C:5]12[CH2:6][CH2:7][C:8]([S:19][CH2:12][c:13]1[cH:14][cH:15][cH:16][cH:17][cH:18]1)([CH2:23][N+:20](=[O:21])[O-:22])[CH2:9][CH2:10]2. Reactants: CCOC(=O)c1ccsc1C(F)F, CCO, [Na+], C1CCOC1, [OH-]. Yields the product O=C(O)c1ccsc1C(F)F. RXN SMILES: [CH2:1]([CH3:2])[O:3][C:4](=[O:5])[c:6]1[c:7]([CH:11]([F:12])[F:13])[s:8][cH:9][cH:10]1.[CH3:14][CH2:15][OH:16].[Na+:23].[O:17]1[CH2:18][CH2:19][CH2:20][CH2:21]1.[OH-:22]>>[O:3]=[C:4]([OH:5])[c:6]1[c:7]([CH:11]([F:12])[F:13])[s:8][cH:9][cH:10]1. Reactants: CC(C)(C)OC(=O)CBr, CC(C)O, [Na+], [OH-], c1ccccc1. The product is CC(C)OCC(=O)OC(C)(C)C. RXN SMILES: [Br:7][CH2:8][C:9](=[O:10])[O:11][C:12]([CH3:13])([CH3:14])[CH3:15].[CH3:3][CH:4]([CH3:5])[OH:6].[Na+:2].[OH-:1].[cH:16]1[cH:17][cH:18][cH:19][cH:20][cH:21]1>>[CH3:3][CH:4]([CH3:5])[O:6][CH2:8][C:9](=[O:10])[O:11][C:12]([CH3:13])([CH3:14])[CH3:15]. Reactants: C(C1=CC=CC=C1)(=O)N1C[C@@H](CC1)NC ((R)-(1-benzoyl-pyrrolidin-3-yl)-methyl-amine), BrCC(=O)N(C1=CC=CC=C1)C1=CC=CC=C1 (2-bromo-N,N-diphenyl acetamide), C(=O)(O)[O-].[Na+] (NaHCO3), CC#N (CH3CN). Yields the product C(C1=CC=CC=C1)N1C[C@H](CC1)CNCC(=O)N(C1=CC=CC=C1)C1=CC=CC=C1 ((R)-2-[(1-Benzyl-pyrrolidin-3-yl)methyl-amino]-N,N-diphenyl-acetamide). Reaction SMILES: [C:1]([N:9]1[CH2:13][CH2:12][C@@H:11](NC)[CH2:10]1)(=O)[C:2]1[CH:7]=[CH:6][CH:5]=[CH:4][CH:3]=1.Br[CH2:17][C:18]([N:20]([C:27]1[CH:32]=[CH:31][CH:30]=[CH:29][CH:28]=1)[C:21]1[CH:26]=[CH:25][CH:24]=[CH:23][CH:22]=1)=[O:19].C([O-])(O)=O.[Na+].C[C:39]#[N:40]>>[CH2:1]([N:9]1[CH2:13][CH2:12][C@H:11]([CH2:39][NH:40][CH2:17][C:18]([N:20]([C:27]2[CH:32]=[CH:31][CH:30]=[CH:29][CH:28]=2)[C:21]2[CH:26]=[CH:25][CH:24]=[CH:23][CH:22]=2)=[O:19])[CH2:10]1)[C:2]1[CH:3]=[CH:4][CH:5]=[CH:6][CH:7]=1 |f:2.3|. Procedure: To a solution of (R)-(1-benzoyl-pyrrolidin-3-yl)-methyl-amine(0.32 g, 1.68 mmol) in dry CH3CN (10 ml) was added 2-bromo-N,N-diphenyl acetamide(0.49 g, 1.68 mmol) and NaHCO3 (0.28 g, 3.36 mmol) under nitrogen. The reaction mixture was refluxed overnight. After cooling, the solvent was evaporated. The residue was taken up with water (5 ml) and extracted with CHCl3 (3×25 ml). The organic was dried over MgSO4 and evaporated to dryness. The resulting residue was purified by column chromatography usin... Reaction SMILES: [CH3:37][NH2:38].[F:1][c:2]1[cH:3][cH:4][c:5]([C:8]2([CH2:33][CH2:34][CH2:35][OH:36])[CH2:9][CH2:10][N:11]([CH:15]([CH3:16])[c:17]3[cH:18][cH:19][c:20](-[c:23]4[cH:24][n:25][cH:26][c:27]([C:28]([O:30][CH3:29])=[O:31])[cH:32]4)[cH:21][cH:22]3)[C:12](=[O:14])[O:13]2)[cH:6][cH:7]1>>[F:1][c:2]1[cH:3][cH:4][c:5]([C:8]2([CH2:33][CH2:34][CH2:35][OH:36])[CH2:9][CH2:10][N:11]([CH:15]([CH3:16])[c:17]3[cH:18][cH:19][c:20](-[c:23]4[cH:24][n:25][cH:26][c:27]([C:28](=[O:30])[NH:38][CH3:37])[cH:32]4)[cH:21][cH:22]3)[C:12](=[O:14])[O:13]2)[cH:6][cH:7]1. Yields the product CNC(=O)c1cncc(-c2ccc(C(C)N3CCC(CCCO)(c4ccc(F)cc4)OC3=O)cc2)c1. Starting materials: CN, COC(=O)c1cncc(-c2ccc(C(C)N3CCC(CCCO)(c4ccc(F)cc4)OC3=O)cc2)c1. The reactants are C(C1=CN=CC=C1)(=O)NN (Nicotinic acid hydrazide), Cl (hydrochloric acid), N(=O)[O-].[Na+] (sodium nitrite). Solvent: aqueous solution. Conditions: temperature 0 celsius, time 15 minute. Yields the product C(C1=CN=CC=C1)(=O)N=[N+]=[N-] (nicotinic acid azide). The yield is 82.3%. As a reaction SMILES: [C:1]([NH:9][NH2:10])(=[O:8])[C:2]1[CH:7]=[CH:6][CH:5]=[N:4][CH:3]=1.Cl.[N:12]([O-])=O.[Na+]>>[C:1]([N:9]=[N+:10]=[N-:12])(=[O:8])[C:2]1[CH:7]=[CH:6][CH:5]=[N:4][CH:3]=1 |f:2.3|. Procedure: Nicotinic acid hydrazide (18 g) was added in small portions with ice cooling to 22 ml concentrated hydrochloric acid, and 30 ml of aqueous solution of 18 g sodium nitrite was then added dropwise while maintaining the temperature at 0° C. or lower. The mixture was stirred at 0° C. for 15 minutes and extracted with ether, the extract was washed with an aqueous solution of sodium bicarbonate and dried over anhydrous sodium sulfate, and the solvent was distilled off from the dried solution, giving 1... Starting materials: C1CCNC1, CC(=O)O, COC(=O)c1ccc(C=O)cc1, ClCCl. Product: COC(=O)c1ccc(CN2CCCC2)cc1. As a reaction SMILES: [CH2:13]1[CH2:14][CH2:15][NH:16][CH2:17]1.[CH3:18][C:19](=[O:20])[OH:21].[CH3:1][O:2][C:3]([c:4]1[cH:5][cH:6][c:7]([CH:10]=[O:11])[cH:8][cH:9]1)=[O:12].[Cl:22][CH2:23][Cl:24]>>[CH3:1][O:2][C:3]([c:4]1[cH:5][cH:6][c:7]([CH2:10][N:16]2[CH2:15][CH2:14][CH2:13][CH2:17]2)[cH:8][cH:9]1)=[O:12].